Dataset: the Open Reaction Database (ORD), a public repository of structured organic reaction records. Task: describe an organic reaction: reactants, conditions, products, and yield Reactants: OC1=C2CCC(CC2=CC=C1)=O (5-hydroxy-3,4-dihydro-2(1H)-naphthalenone), CO (methanol), CO (methanol), [BH4-].[Na+] (sodium borohydride). Solvent: C(C)(=O)O (acetic acid). Run at time 150 minute. Product: C1(=CC=CC=2CC(CCC12)O)O (5,6,7,8-Tetrahydro-1,6-naphthalenediol). RXN SMILES: [OH:1][C:2]1[CH:11]=[CH:10][CH:9]=[C:8]2[C:3]=1[CH2:4][CH2:5][C:6](=[O:12])[CH2:7]2.CO.[BH4-].[Na+]>C(O)(=O)C>[C:2]1([OH:1])[C:3]2[CH2:4][CH2:5][CH:6]([OH:12])[CH2:7][C:8]=2[CH:9]=[CH:10][CH:11]=1 |f:2.3|. Procedure details: A 3.7 g. (0.0235 mole) sample of 5-hydroxy-3,4-dihydro-2(1H)-naphthalenone in 125 ml. of methanol is added to a cooled solution of 1.0 g. (0.025 mole) of sodium borohydride in 25 ml. of methanol. After 150 minutes at 0°, 7.2 g. of acetic acid is added and the solvent removed in vacuo. Partitioning between water and methylene chloride gives 3.54 g. of crude product after further extraction, drying and solvent removal. Recrystallization from hexane-ethyl acetate gives 2.92 g., m.p. 126°-128.5°. (l...